This data is from the Open Reaction Database (ORD), a public repository of structured organic reaction records. The task is: describe an organic reaction: reactants, conditions, products, and yield The reactants are CC(C)CN(CC(=O)N1CCc2ccccc2C1)C(=O)CBr, N#CNC(=O)Cc1ccccc1, C1CCOC1, CC(C)(C)[O-], [K+], CN(C)C=O. Product: CC(C)CN(CC(=O)N1CCc2ccccc2C1)C(=O)CN(C#N)C(=O)Cc1ccccc1. Reaction SMILES: [Br:18][CH2:19][C:20](=[O:21])[N:22]([CH2:23][CH:24]([CH3:25])[CH3:26])[CH2:27][C:28](=[O:29])[N:30]1[CH2:31][c:32]2[cH:33][cH:34][cH:35][cH:36][c:37]2[CH2:38][CH2:39]1.[C:1](#[N:2])[NH:3][C:4]([CH2:5][c:6]1[cH:7][cH:8][cH:9][cH:10][cH:11]1)=[O:12].[CH2:13]1[O:14][CH2:15][CH2:16][CH2:17]1.[CH3:45][C:46]([CH3:47])([O-:48])[CH3:49].[K+:50].[O:40]=[CH:41][N:42]([CH3:43])[CH3:44]>>[C:1](#[N:2])[N:3]([C:4]([CH2:5][c:6]1[cH:7][cH:8][cH:9][cH:10][cH:11]1)=[O:12])[CH2:19][C:20](=[O:21])[N:22]([CH2:23][CH:24]([CH3:25])[CH3:26])[CH2:27][C:28](=[O:29])[N:30]1[CH2:31][c:32]2[cH:33][cH:34][cH:35][cH:36][c:37]2[CH2:38][CH2:39]1. The reactants are C(=O)(OCC1=CC=CC=C1)N1[C@H](C(=O)O)CC(C1)(CC1=CC=NC=C1)O (N-carbobenzyloxy-4-hydroxy-4-[(4-pyridyl)-methyl]-L -proline), C(=O)(OCC1=CC=CC=C1)N1[C@H](C(=O)O)CC(C1)(CC1=CC=NC=C1)O (N-Carbobenzyloxy-4-hydroxy-4-[(4-pyridyl)methyl]-L-proline), C(C)(=O)SCC(=O)N1[C@@](C=CC1)(C(=O)O)CC=1OC=CC1 ((2S)-1-[2-(Acetylthio)-1-oxoethyl]-[(2-furyl)methyl]-2,5-dihydro-1H-pyrrole-2-carboxylic acid). The product is OC1(C[C@H](NC1)C(=O)O)CC1=CC=NC=C1 (4-hydroxy-4-[(4-pyridyl)methyl]-L-proline). As a reaction SMILES: C([N:11]1[CH2:18][C:17]([OH:26])([CH2:19][C:20]2[CH:25]=[CH:24][N:23]=[CH:22][CH:21]=2)[CH2:16][C@H:12]1[C:13]([OH:15])=[O:14])(OCC1C=CC=CC=1)=O.C(SCC(N1CC=C[C@@]1(CC1OC=CC=1)C(O)=O)=O)(=O)C>>[OH:26][C:17]1([CH2:19][C:20]2[CH:25]=[CH:24][N:23]=[CH:22][CH:21]=2)[CH2:18][NH:11][C@H:12]([C:13]([OH:15])=[O:14])[CH2:16]1. Reported procedure: The N-carbobenzyloxy-4-hydroxy-4-[(4-pyridyl)-methyl]-L -proline from part (a) is hydrogenated according to the procedure of Example 1 (b) to yield 4-hydroxy-4-[(4-pyridyl)methyl]-L-proline. This amino acid is reacted with D-3-acetylthio-2-methylpropionyl chloride according to the procedure of Example 1 (c) to yield [1(S)]-1-[3-(acetylthio)-2-methyl-1-oxopropyl]-4-hydroxy-4-[(4-pyridyl)methyl]-L-proline. Starting materials: ( 5.0 ), C(C(C)C)C1=CC=C(C=C1)C(C(=O)O)CC (2-(4-isobutylphenyl)butyric acid), N1CCOCC1 (morpholine). Run in C(C)OCC (diethyl ether), C(C)OCC (diethyl ether). Conditions: time 5 minute. The product is C(C(C)C)C1=CC=C(C=C1)C(C(=O)O)CC.N1CCOCC1 (Morpholine 2-(4-isobutylphenyl)-butyrate). As a reaction SMILES: [CH2:1]([C:5]1[CH:10]=[CH:9][C:8]([CH:11]([CH2:15][CH3:16])[C:12]([OH:14])=[O:13])=[CH:7][CH:6]=1)[CH:2]([CH3:4])[CH3:3].[NH:17]1[CH2:22][CH2:21][O:20][CH2:19][CH2:18]1>C(OCC)C>[CH2:1]([C:5]1[CH:6]=[CH:7][C:8]([CH:11]([CH2:15][CH3:16])[C:12]([OH:14])=[O:13])=[CH:9][CH:10]=1)[CH:2]([CH3:4])[CH3:3].[NH:17]1[CH2:22][CH2:21][O:20][CH2:19][CH2:18]1 |f:3.4|. Procedure: Five (5.0) grams of 2-(4-isobutylphenyl)butyric acid (0.0027 mol) in 20 milliliters of anhydrous diethyl ether was added to a solution of 3.2 grams (0.0264 mol) of morpholine in 20 milliliters of anhydrous diethyl ether and the mixed solution was stirred for 5 minutes and placed in a refrigerator overnight, during which period a white solid precipitated. This solid was separated by filtration and dried. It had a melting point of 69°-71° C and a nitrogen content of 4.60% by weight which is in clo... The reactants are CC(C)(C)c1ccc(CNCCc2ccc(F)cc2)cc1, ClCCCl, ClCCl, Cl, O=C(O)c1c(F)ccc2cc[nH]c12. Yields the product CC(C)(C)c1ccc(CN(CCc2ccc(F)cc2)C(=O)c2c(F)ccc3cc[nH]c23)cc1. RXN SMILES: [C:14]([CH3:15])([CH3:16])([CH3:17])[c:18]1[cH:19][cH:20][c:21]([CH2:22][NH:23][CH2:24][CH2:25][c:26]2[cH:27][cH:28][c:29]([F:32])[cH:30][cH:31]2)[cH:33][cH:34]1.[CH2:38]([Cl:39])[CH2:40][Cl:41].[Cl:35][CH2:36][Cl:37].[ClH:42].[F:1][c:2]1[cH:3][cH:4][c:5]2[cH:6][cH:7][nH:8][c:9]2[c:10]1[C:11](=[O:12])[OH:13]>>[F:1][c:2]1[cH:3][cH:4][c:5]2[cH:6][cH:7][nH:8][c:9]2[c:10]1[C:11](=[O:13])[N:23]([CH2:22][c:21]1[cH:20][cH:19][c:18]([C:14]([CH3:15])([CH3:16])[CH3:17])[cH:34][cH:33]1)[CH2:24][CH2:25][c:26]1[cH:27][cH:28][c:29]([F:32])[cH:30][cH:31]1. Reactants: NC1=C2N=C(N(C2=NC(=N1)S)CC1=CC=CC=C1)O (6-amino-9-benzyl-8-hydroxy-2-mercaptopurine), C([O-])([O-])=O.[K+].[K+] (potassium carbonate), COC=1C=C(CCl)C=CC1 (3-methoxybenzyl chloride). Solvent: CN(C=O)C (dimethylformamide). Run at time 2 hour. Yields the product NC1=C2N=C(N(C2=NC(=N1)SCC1=CC(=CC=C1)OC)CC1=CC=CC=C1)O (6-Amino-9-benzyl-8-hydroxy-2-[(3-methoxybenzyl)thio]purine). Yield: 48.8%. RXN SMILES: [NH2:1][C:2]1[N:10]=[C:9]([SH:11])[N:8]=[C:7]2[C:3]=1[N:4]=[C:5]([OH:19])[N:6]2[CH2:12][C:13]1[CH:18]=[CH:17][CH:16]=[CH:15][CH:14]=1.C(=O)([O-])[O-].[K+].[K+].[CH3:26][O:27][C:28]1[CH:29]=[C:30]([CH:33]=[CH:34][CH:35]=1)[CH2:31]Cl>CN(C)C=O>[NH2:1][C:2]1[N:10]=[C:9]([S:11][CH2:31][C:30]2[CH:33]=[CH:34][CH:35]=[C:28]([O:27][CH3:26])[CH:29]=2)[N:8]=[C:7]2[C:3]=1[N:4]=[C:5]([OH:19])[N:6]2[CH2:12][C:13]1[CH:18]=[CH:17][CH:16]=[CH:15][CH:14]=1 |f:1.2.3|. Procedure: Crude 6-amino-9-benzyl-8-hydroxy-2-mercaptopurine (134 mg, 0.49 mmol) was suspended in dimethylformamide (60 ml). To the suspension were added potassium carbonate (100 mg, 0.72 mmol) and 3-methoxybenzyl chloride (0.1 ml, 0.7 mmol) in order. The mixture was stirred at room temperature for 2 hours. The solvent was removed in vacuo, and the residue was purified by silica gel chromatography (5% methanol/chloroform) to give the subject compound (94 mg, yield 49%). Starting materials: [BH4-].[Na+] (Sodium borohydride), C1(=C(C=CC=C1)C1=C2CC(C(C2=CC=C1)=O)CC1(CCCCC1)C)C1=CC=CC=C1 (4-([1,1′-Biphenyl]-2-yl)-2-((1-methylcyclohexyl)methyl)-2,3-dihydro-1H-inden-1-one). The solvent is C1CCOC1 (THF), C(C)O (ethanol). Reaction conditions: time 8 hour. The product is C1(=C(C=CC=C1)C1=C2CC(C(C2=CC=C1)O)CC1(CCCCC1)C)C1=CC=CC=C1 (4-([1,1′-Biphenyl]-2-yl)-2-((1-methylcyclohexyl)methyl)-2,3-dihydro-1H-inden-1-ol). The yield is 102.1%. As a reaction SMILES: [BH4-].[Na+].[C:3]1([C:27]2[CH:32]=[CH:31][CH:30]=[CH:29][CH:28]=2)[CH:8]=[CH:7][CH:6]=[CH:5][C:4]=1[C:9]1[CH:17]=[CH:16][CH:15]=[C:14]2[C:10]=1[CH2:11][CH:12]([CH2:19][C:20]1([CH3:26])[CH2:25][CH2:24][CH2:23][CH2:22][CH2:21]1)[C:13]2=[O:18]>C1COCC1.C(O)C>[C:3]1([C:27]2[CH:32]=[CH:31][CH:30]=[CH:29][CH:28]=2)[CH:8]=[CH:7][CH:6]=[CH:5][C:4]=1[C:9]1[CH:17]=[CH:16][CH:15]=[C:14]2[C:10]=1[CH2:11][CH:12]([CH2:19][C:20]1([CH3:26])[CH2:21][CH2:22][CH2:23][CH2:24][CH2:25]1)[CH:13]2[OH:18] |f:0.1|. Reported procedure: Sodium borohydride (0.56 g, 14.83 mmol, 1.5 equiv) was added in portions at 0° C. to a solution of compound 21 (3.9 g, 9.88 mmol, 1.0 equiv) in THF (50 mL) and ethanol (50 mL). The reaction mixture was stirred at room temperature overnight, when L/CMS indicated that the reaction was complete. The mixture was concentrated under reduced pressure and the residue was diluted with ethyl acetate (300 mL) and water (50 mL). 1 M aqueous HCl was added dropwise to quench the reaction. The layers were sepa... The reactants are C[N+](C)(C)[O-] (trimethylamine N-oxide), BrCC1=NN(C2=NC=CC=C21)C(=O)OC(C)(C)C (tert-butyl 3-(bromomethyl)-1H-pyrazolo[3,4-b]pyridine-1-carboxylate). Solvent: ClCCl (dichloromethane), ClCCl (dichloromethane). Run at time 3 hour. Yields the product C(=O)C1=NN(C2=NC=CC=C21)C(=O)OC(C)(C)C (tert-butyl 3-formyl-1H-pyrazolo[3,4-b]pyridine-1-carboxylate). Reaction SMILES: C[N+]([O-:5])(C)C.Br[CH2:7][C:8]1[C:16]2[C:11](=[N:12][CH:13]=[CH:14][CH:15]=2)[N:10]([C:17]([O:19][C:20]([CH3:23])([CH3:22])[CH3:21])=[O:18])[N:9]=1>ClCCl>[CH:7]([C:8]1[C:16]2[C:11](=[N:12][CH:13]=[CH:14][CH:15]=2)[N:10]([C:17]([O:19][C:20]([CH3:23])([CH3:22])[CH3:21])=[O:18])[N:9]=1)=[O:5]. Procedure: Solid trimethylamine N-oxide (241 mg; 3.20 mmol) was added to a solution of tert-butyl 3-(bromomethyl)-1H-pyrazolo[3,4-b]pyridine-1-carboxylate (1-1; 400 mg; 1.281 mmol) in dichloromethane, and the resulting reaction mixture was stirred at room temperature for 3 hours. The reaction mixture was diluted with dichloromethane, washed with brine (2×), dried over MgSO4, and evaporated to give the title compound I-A as a white solid. MS M+1=148.1. 1H NMR (CDCl3): 1.75 (s, 9H), 7.42 (m, 1H), 8.64 (d, 1H... Starting materials: ClC1=NC=CC(=C1C(F)(F)F)NC[C@H]1[C@@H](C1)C1=CC=C(C=C1)F (trans-2-chloro-N-((2-(4-fluorophenyl)cyclopropyl)methyl)-3-(trifluoromethyl)pyridin-4-amine), [H-].[Na+] (sodium hydride), oil, IC (Iodomethane), ice water. Run in CN(C)C=O (DMF). Reaction conditions: temperature 0 celsius, time 10 minute. Product: ClC1=NC=CC(=C1C(F)(F)F)N(C)C[C@H]1[C@@H](C1)C1=CC=C(C=C1)F (trans-2-chloro-N-((2-(4-fluorophenyl)cyclopropyl)methyl)-N-methyl-3-(trifluoromethyl)pyridin-4-amine). Isolated yield 966.7%. RXN SMILES: [Cl:1][C:2]1[C:7]([C:8]([F:11])([F:10])[F:9])=[C:6]([NH:12][CH2:13][C@@H:14]2[CH2:16][C@H:15]2[C:17]2[CH:22]=[CH:21][C:20]([F:23])=[CH:19][CH:18]=2)[CH:5]=[CH:4][N:3]=1.[H-].[Na+].I[CH3:27]>CN(C=O)C>[Cl:1][C:2]1[C:7]([C:8]([F:10])([F:11])[F:9])=[C:6]([N:12]([CH2:13][C@@H:14]2[CH2:16][C@H:15]2[C:17]2[CH:18]=[CH:19][C:20]([F:23])=[CH:21][CH:22]=2)[CH3:27])[CH:5]=[CH:4][N:3]=1 |f:1.2|. Procedure: To a solution of trans-2-chloro-N-((2-(4-fluorophenyl)cyclopropyl)methyl)-3-(trifluoromethyl)pyridin-4-amine (1.2 g, 3.48 mmol) in DMF (5 mL) was added 60% sodium hydride in mineral oil (0.153 g, 3.83 mmol) at 0° C. The resulting mixture was stirred at 0° C. under nitrogen for 10 min. Iodomethane (0.022 mL, 0.346 mmol) was added at 0° C. The reaction mixture was stirred at 0° C. for 10 min and then at rt for 30 min. The reaction mixture was poured into ice water and the resulting suspension was ... Reactants: bis(3,5,3′,5′-dimethoxy-dibenzylideneacetone) palladium (0), BrC1=C(C(=CC(=C1)C)F)NC(=O)NC1CCN(CC1)C(=O)OC(C)(C)C (1,1-dimethylethyl 4-({[(2-bromo-6-fluoro-4-methylphenyl)amino]-carbonyl}amino)-1-piperidinecarboxylate). Reagents/catalysts: C1(=CC=CC=C1)P([C-]1C=CC=C1)C1=CC=CC=C1.[C-]1(C=CC=C1)P(C1=CC=CC=C1)C1=CC=CC=C1.[Fe+2] (1,1′-bis(diphenylphosphino)ferrocene). Run in C(C)(=O)OCC (ethyl acetate), O1CCOCC1 (1,4-dioxane). Reaction conditions: time 15 minute. Yields the product FC1=CC(=CC=2N(C(NC21)=O)C2CCN(CC2)C(=O)OC(C)(C)C)C (1,1-Dimethylethyl 4-(4-fluoro-6-methyl-2-oxo-2,3-dihydro-1H-benzimidazol-1-yl)-1-piperidinecarboxylate). As a reaction SMILES: Br[C:2]1[CH:7]=[C:6]([CH3:8])[CH:5]=[C:4]([F:9])[C:3]=1[NH:10][C:11]([NH:13][CH:14]1[CH2:19][CH2:18][N:17]([C:20]([O:22][C:23]([CH3:26])([CH3:25])[CH3:24])=[O:21])[CH2:16][CH2:15]1)=[O:12]>O1CCOCC1.C(OCC)(=O)C.C1(P(C2C=CC=CC=2)[C-]2C=CC=C2)C=CC=CC=1.[C-]1(P(C2C=CC=CC=2)C2C=CC=CC=2)C=CC=C1.[Fe+2]>[F:9][C:4]1[C:3]2[NH:10][C:11](=[O:12])[N:13]([CH:14]3[CH2:19][CH2:18][N:17]([C:20]([O:22][C:23]([CH3:26])([CH3:25])[CH3:24])=[O:21])[CH2:16][CH2:15]3)[C:2]=2[CH:7]=[C:6]([CH3:8])[CH:5]=1 |f:3.4.5|. Procedure details: Under an argon atmosphere, bis(3,5,3′,5′-dimethoxy-dibenzylideneacetone) palladium (0) (6% mol, 1.1 mmol, 0.9 g), 1,1′-bis(diphenylphosphino)ferrocene (6% mol, 0.61 g), NatBuO (2 eq., 36 mmol, 3.5 g), were all dissolved in 1,4-dioxane (40 ml) and the system was purged through with argon. The mixture was stirred at room temperature for 15 minutes and 1,1-dimethylethyl 4-({[(2-bromo-6-fluoro-4-methylphenyl)amino]-carbonyl}amino)-1-piperidinecarboxylate (D32) (7.7 g, 17.9 mmol) was added at room te...